From a dataset of the Open Reaction Database (ORD), a public repository of structured organic reaction records. describe an organic reaction: reactants, conditions, products, and yield Reactants: OC1=CC=C(C(=O)OC)C=C1 (methyl 4-hydroxybenzoate), C([O-])([O-])=O.[K+].[K+] (potassium carbonate), BrCCCCl (1-bromo-3-chloropropane). Solvent: CN(C=O)C (N,N-dimethylformamide). Yields the product ClCCCOC1=CC=C(C(=O)OC)C=C1 (methyl 4-(3-chloropropoxy)benzoate). As a reaction SMILES: [OH:1][C:2]1[CH:11]=[CH:10][C:5]([C:6]([O:8][CH3:9])=[O:7])=[CH:4][CH:3]=1.C(=O)([O-])[O-].[K+].[K+].Br[CH2:19][CH2:20][CH2:21][Cl:22]>CN(C)C=O>[Cl:22][CH2:21][CH2:20][CH2:19][O:1][C:2]1[CH:3]=[CH:4][C:5]([C:6]([O:8][CH3:9])=[O:7])=[CH:10][CH:11]=1 |f:1.2.3|. Reported procedure: Following the procedure described in example 1§E, but starting from methyl 4-hydroxybenzoate (15.2 g), potassium carbonate (65 g) and 1-bromo-3-chloropropane (50 mL) in N,N-dimethylformamide (100 mL) affords 22.5 g of methyl 4-(3-chloropropoxy)benzoate as an oil. The reactants are Cupric chloride dihydrate, [Na] (sodium), C(C)O (ethanol), C(C)OC1=CC=C(C=C1)C(C(Cl)(Cl)Cl)O (1-(4-ethoxyphenyl)-2,2,2-trichloroethanol), [Na] (sodium), C(C)O (ethanol), O=O (oxygen), Cl (hydrochloric acid). Reagents/catalysts: O.N1=CC=CC2=CC=C3C=CC=NC3=C12 (1,10-phenanthroline hydrate). Solvent: O (water). Reaction conditions: time 2 hour. Yields the product C(C)OC1=CC=C(C(=O)OCC)C=C1 (ethyl 4-ethoxybenzoate). Yield: 66.0%. As a reaction SMILES: [Na].[O:2]=O.[CH2:4]([O:6][C:7]1[CH:12]=[CH:11][C:10]([CH:13]([OH:18])C(Cl)(Cl)Cl)=[CH:9][CH:8]=1)[CH3:5].Cl.[CH2:20](O)[CH3:21]>O.O.N1C2C(=CC=C3C=2N=CC=C3)C=CC=1>[CH2:4]([O:6][C:7]1[CH:8]=[CH:9][C:10]([C:13]([O:18][CH2:20][CH3:21])=[O:2])=[CH:11][CH:12]=1)[CH3:5] |f:6.7,^1:0|. Procedure details: Cupric chloride dihydrate (0.125 g; 0.733 m. moles) and 1,10-phenanthroline hydrate (0.375 g; 1.9 m. moles) were added to a solution of sodium (1.15 g; 50 m. moles) in ethanol (75 ml). A stream of dry oxygen was passed through the mixture, 1-(4-ethoxyphenyl)-2,2,2-trichloroethanol (11.72 g; 43.6 m. moles) added and the mixture stirred at 30°-35° C. for 11/2 hours. A solution of sodium (0.575 g; 25 m. moles) in ethanol (10 ml) was then added and the reaction was allowed to continue for a further ...